The task is: describe an organic reaction: reactants, conditions, products, and yield. This data is from the Open Reaction Database (ORD), a public repository of structured organic reaction records. Starting materials: C(C1=CC=CC=C1)N(C=1C(N(C=CN1)C=1C=C(C(=O)OC)C=CC1C)=O)CCN(C)C (3-{3-[benzyl-(2-dimethylamino-ethyl)-amino]-2-oxo-2H-pyrazin-1-yl}-4-methyl-benzoic acid, methyl ester), C1(CC1)N (cyclopropylamine). Solvent: O (water). Run at time 10 day. The product is C1(CC1)NC(C1=CC(=C(C=C1)C)N1C(C(=NC=C1)N(CC1=CC=CC=C1)CCN(C)C)=O)=O (N-Cyclopropyl-3-[3-[[2-(dimethylamino)ethyl](phenylmethyl)amino]-2-oxo-1(2H)-pyrazinyl]-4-methyl-benzamide). Reaction SMILES: [CH2:1]([N:8]([CH2:27][CH2:28][N:29]([CH3:31])[CH3:30])[C:9]1[C:10](=[O:26])[N:11]([C:15]2[CH:16]=[C:17]([CH:22]=[CH:23][C:24]=2[CH3:25])[C:18]([O:20]C)=O)[CH:12]=[CH:13][N:14]=1)[C:2]1[CH:7]=[CH:6][CH:5]=[CH:4][CH:3]=1.[CH:32]1([NH2:35])[CH2:34][CH2:33]1>O>[CH:32]1([NH:35][C:18](=[O:20])[C:17]2[CH:22]=[CH:23][C:24]([CH3:25])=[C:15]([N:11]3[CH:12]=[CH:13][N:14]=[C:9]([N:8]([CH2:27][CH2:28][N:29]([CH3:31])[CH3:30])[CH2:1][C:2]4[CH:7]=[CH:6][CH:5]=[CH:4][CH:3]=4)[C:10]3=[O:26])[CH:16]=2)[CH2:34][CH2:33]1. Reported procedure: A mixture of 3-{3-[benzyl-(2-dimethylamino-ethyl)-amino]-2-oxo-2H-pyrazin-1-yl}-4-methyl-benzoic acid, methyl ester (Example 121a, 50 mg), cyclopropylamine (1 mL) and water (0.5 mL) was stirred at room temperature for 10 days. Purification by preparative HPLC (Gemini column, 0.1% ammonia:acetonitrile eluent) afforded the title compound as a solid (10 mg). Starting materials: ClC1=NC(=CC2=CC=CC=C12)NC1=NNC=C1 ((1-chloro-isoquinolin-3-yl)-(1H-pyrazol-3-yl)-amine), B(C1=CSC2=CC=CC=C12)(O)O (thianaphthene-3-boronic acid). Product: S1C2=C(C(=C1)C1=NC(=CC3=CC=CC=C13)NC1=NNC=C1)C=CC=C2 ((1-benzo[b]thiophen-3-yl-isoquinolin-3-yl)-(1H-pyrazol-3-yl)-amine). Reaction SMILES: Cl[C:2]1[C:11]2[C:6](=[CH:7][CH:8]=[CH:9][CH:10]=2)[CH:5]=[C:4]([NH:12][C:13]2[CH:17]=[CH:16][NH:15][N:14]=2)[N:3]=1.B(O)(O)[C:19]1[C:27]2[C:22](=[CH:23][CH:24]=[CH:25][CH:26]=2)[S:21][CH:20]=1>>[S:21]1[CH:20]=[C:19]([C:2]2[C:11]3[C:6](=[CH:7][CH:8]=[CH:9][CH:10]=3)[CH:5]=[C:4]([NH:12][C:13]3[CH:17]=[CH:16][NH:15][N:14]=3)[N:3]=2)[C:27]2[CH:26]=[CH:25][CH:24]=[CH:23][C:22]1=2. Procedure: Similar procedure as described in example 131 was used, starting from (1-chloro-isoquinolin-3-yl)-(1H-pyrazol-3-yl)-amine and thianaphthene-3-boronic acid to give (1-benzo[b]thiophen-3-yl-isoquinolin-3-yl)-(1H-pyrazol-3-yl)-amine. LC-MS m/e 343(MH+). Starting materials: CC1(OC2=C(C1)C=CC=C2CC2CCC1(OCCO1)CC2)C (8-(2,3-dihydro-2,2-dimethylbenzofuran-7-ylmethyl)-1,4-dioxaspiro[4.5]decane). Reagents/catalysts: [Pd] (palladium on charcoal). Solvent: C(C)O (ethanol). The product is CC1(OC2=C(C1)C=CC=C2C=C2CCC1(OCCO1)CC2)C (8-(2,3-dihydro-2,2-dimethylbenzofuran-7-ylmethylene)-1,4-dioxaspiro[4.5]decane). As a reaction SMILES: [CH3:1][C:2]1([CH3:22])[CH2:6][C:5]2[CH:7]=[CH:8][CH:9]=[C:10]([CH2:11][CH:12]3[CH2:21][CH2:20][C:15]4([O:19][CH2:18][CH2:17][O:16]4)[CH2:14][CH2:13]3)[C:4]=2[O:3]1>[Pd].C(O)C>[CH3:1][C:2]1([CH3:22])[CH2:6][C:5]2[CH:7]=[CH:8][CH:9]=[C:10]([CH:11]=[C:12]3[CH2:21][CH2:20][C:15]4([O:19][CH2:18][CH2:17][O:16]4)[CH2:14][CH2:13]3)[C:4]=2[O:3]1. Procedure: This compound is prepared in a manner analogous to that of Step C of Example 2, by the hydrogenation of 7.8 grams (0.026 mole) of 8-(2,3-dihydro-2,2-dimethylbenzofuran-7-ylmethylene)-1,4-dioxaspiro[4.5]decane in the presence of 0.4 gram (catalyst) of 10% palladium on charcoal in 50 mL of ethanol, yielding 8-(2,3-dihydro-2,2-dimethylbenzofuran-7-ylmethyl)-1,4-dioxaspiro[4.5]decane.